From a dataset of the Open Reaction Database (ORD), a public repository of structured organic reaction records. describe an organic reaction: reactants, conditions, products, and yield Starting materials: Cl (hydrochloric acid), C1(=CC=CC=C1)C=1SC2=C(N1)C=CC=C2C=O (2-phenyl-benzothiazole-7-carboxaldehyde), 4-acetoxyacetoacetic ester, N\C(=C/C(=O)OC)\C (methyl 3-aminocrotonate), CO (methanol). Run at time 30 minute. The product is CC1=C(C(C2=C(N1)COC2=O)C2=CC=CC=1N=C(SC12)C1=CC=CC=C1)C(=O)OC (Methyl 2-methyl-5-oxo-4-(2-phenyl-benzothiazol-7-yl)-1,4,5,7-tetrahydrofuro[3,4-b]pyridine-3-carboxylate). As a reaction SMILES: [C:1]1([C:7]2[S:8][C:9]3[C:15]([CH:16]=O)=[CH:14][CH:13]=[CH:12][C:10]=3[N:11]=2)[CH:6]=[CH:5][CH:4]=[CH:3][CH:2]=1.[NH2:18]/[C:19](/[CH3:25])=[CH:20]\[C:21]([O:23][CH3:24])=[O:22].Cl.[CH3:27][OH:28]>>[CH3:25][C:19]1[NH:18][C:19]2[CH2:27][O:28][C:21](=[O:22])[C:20]=2[CH:16]([C:15]2[C:9]3[S:8][C:7]([C:1]4[CH:2]=[CH:3][CH:4]=[CH:5][CH:6]=4)=[N:11][C:10]=3[CH:12]=[CH:13][CH:14]=2)[C:20]=1[C:21]([O:23][CH3:24])=[O:22]. Procedure: 10 mmol of 2-phenyl-benzothiazole-7-carboxaldehyde, 10 mmol of 4-acetoxyacetoacetic ester and 10 mmol of methyl 3-aminocrotonate are boiled in 20 ml of methanol overnight, then 6 ml of dilute hydrochloric acid are added and the mixture is boiled for 30 minutes. It is concentrated and purified on a silica gel column (cyclohexane/ethyl acetate=1:1). Reactants: C1(=CC=CC=C1)P(C1=C(C2=CC=CC=C2C=C1)C1=C(C=CC2=CC=CC=C12)P(C1=CC=CC=C1)C1=CC=CC=C1)C1=CC=CC=C1 (2,2′-Bis(diphenylphosphino)-1,1′-binaphthyl), BrC1=CC(=C(C(=O)NCC2=CC=C(C=C2)Cl)C(=C1)OC)F (4-bromo-N-[(4-chlorophenyl)-methyl]-2-fluoro-6-methoxy-benzamide), N1CCOCC1 (morpholine), CC(C)([O-])C.[Na+] (sodium tert-butoxide). Reagents/catalysts: C=1C=CC(=CC1)/C=C/C(=O)/C=C/C2=CC=CC=C2.C=1C=CC(=CC1)/C=C/C(=O)/C=C/C2=CC=CC=C2.C=1C=CC(=CC1)/C=C/C(=O)/C=C/C2=CC=CC=C2.[Pd].[Pd] (Tris(dibenzylideneacetone)-dipalladium(0)). Run in C1(=CC=CC=C1)C (toluene), O (water). Conditions: temperature 120 celsius. The product is ClC1=CC=C(C=C1)CNC(C1=C(C=C(C=C1OC)N1CCOCC1)F)=O (N-[(4-chlorophenyl)-methyl]-2-fluoro-6-methoxy-4-morpholin-4-yl-benzamide). Yield: 42.6%. Reaction SMILES: C1(P(C2C=CC=CC=2)C2C=CC3C(=CC=CC=3)C=2C2C3C(=CC=CC=3)C=CC=2P(C2C=CC=CC=2)C2C=CC=CC=2)C=CC=CC=1.Br[C:48]1[CH:64]=[C:63]([O:65][CH3:66])[C:51]([C:52]([NH:54][CH2:55][C:56]2[CH:61]=[CH:60][C:59]([Cl:62])=[CH:58][CH:57]=2)=[O:53])=[C:50]([F:67])[CH:49]=1.[NH:68]1[CH2:73][CH2:72][O:71][CH2:70][CH2:69]1.CC(C)([O-])C.[Na+]>C1(C)C=CC=CC=1.O.C1C=CC(/C=C/C(/C=C/C2C=CC=CC=2)=O)=CC=1.C1C=CC(/C=C/C(/C=C/C2C=CC=CC=2)=O)=CC=1.C1C=CC(/C=C/C(/C=C/C2C=CC=CC=2)=O)=CC=1.[Pd].[Pd]>[Cl:62][C:59]1[CH:60]=[CH:61][C:56]([CH2:55][NH:54][C:52](=[O:53])[C:51]2[C:63]([O:65][CH3:66])=[CH:64][C:48]([N:68]3[CH2:73][CH2:72][O:71][CH2:70][CH2:69]3)=[CH:49][C:50]=2[F:67])=[CH:57][CH:58]=1 |f:3.4,7.8.9.10.11|. Reported procedure: 2,2′-Bis(diphenylphosphino)-1,1′-binaphthyl (468 mg, 0.75 mmol) is added to a stirred solution of 4-bromo-N-[(4-chlorophenyl)-methyl]-2-fluoro-6-methoxy-benzamide (2.8 g, 7.52 mmol), morpholine (0.92 g, 10.5 mmol) and sodium tert-butoxide (0.94 g, 9.78 mmol) in toluene (90 ml) and the mixture is degassed and flushed with argon for 45 min. Tris(dibenzylideneacetone)-dipalladium(0) (344 mg, 0.38 mmol) is added and the mixture is heated at 120° C. for 16 h. The mixture is cooled to room temperature... Starting materials: ClC1=CC2=C(N=C(N2)C2=CC=C(C=C2)C=O)C=C1Cl (5,6-dichloro-2-(4-formylphenyl)benzimidazole), C(C=C)Br (allylbromide). The product is C(C=C)N1C(=NC2=C1C=C(C(=C2)Cl)Cl)C2=CC=C(C=C2)C=O (1-Allyl-5,6-dichloro2-(4-formylphenyl)benzimidazole). As a reaction SMILES: [Cl:1][C:2]1[C:18]([Cl:19])=[CH:17][C:5]2[N:6]=[C:7]([C:9]3[CH:14]=[CH:13][C:12]([CH:15]=[O:16])=[CH:11][CH:10]=3)[NH:8][C:4]=2[CH:3]=1.[CH2:20](Br)[CH:21]=[CH2:22]>>[CH2:22]([N:8]1[C:4]2[CH:3]=[C:2]([Cl:1])[C:18]([Cl:19])=[CH:17][C:5]=2[N:6]=[C:7]1[C:9]1[CH:10]=[CH:11][C:12]([CH:15]=[O:16])=[CH:13][CH:14]=1)[CH:21]=[CH2:20]. Procedure: 1-Allyl-5,6-dichloro2-(4-formylphenyl)benzimidazole was prepared from 5,6-dichloro-2-(4-formylphenyl)benzimidazole obtained in Example 13 and allylbromide by following General Procedure 3. The reactants are C(C)(C)(C)C1=NC=C(C(=N1)NCCCOC)C(=O)N([C@@H]1CN(C[C@@H](C1)C(=O)N1CCC(CC1)OC)C(=O)OC(C)(C)C)CC(C)C (tert-Butyl (3S,5R)-3-[({2-tert-butyl-4-[(3-methoxypropyl)amino]pyrimidin-5-yl}carbonyl)(2-methylpropyl)amino]-5-[(4-methoxypiperidin-1-yl)carbonyl]piperidine-1-carboxylate), C(C)(=O)OCC.Cl (hydrogen chloride-ethyl acetate). The solvent is C(C)(=O)OCC (ethyl acetate). Conditions: time 1 hour. The product is Cl.Cl.C(C)(C)(C)C1=NC=C(C(=N1)NCCCOC)C(=O)N(CC(C)C)[C@@H]1CNC[C@@H](C1)C(=O)N1CCC(CC1)OC (2-tert-butyl-N-{(3S,5R)-5-[(4-methoxypiperidin-1-yl)carbonyl]piperidin-3-yl}-4-[(3-methoxypropyl)amino]-N-(2-methylpropyl)pyrimidine-5-carboxamide dihydrochloride). Reaction SMILES: [C:1]([C:5]1[N:10]=[C:9]([NH:11][CH2:12][CH2:13][CH2:14][O:15][CH3:16])[C:8]([C:17]([N:19]([CH2:43][CH:44]([CH3:46])[CH3:45])[C@H:20]2[CH2:25][C@@H:24]([C:26]([N:28]3[CH2:33][CH2:32][CH:31]([O:34][CH3:35])[CH2:30][CH2:29]3)=[O:27])[CH2:23][N:22](C(OC(C)(C)C)=O)[CH2:21]2)=[O:18])=[CH:7][N:6]=1)([CH3:4])([CH3:3])[CH3:2].C(OCC)(=O)C.[ClH:53]>C(OCC)(=O)C>[ClH:53].[ClH:53].[C:1]([C:5]1[N:10]=[C:9]([NH:11][CH2:12][CH2:13][CH2:14][O:15][CH3:16])[C:8]([C:17]([N:19]([C@H:20]2[CH2:25][C@@H:24]([C:26]([N:28]3[CH2:33][CH2:32][CH:31]([O:34][CH3:35])[CH2:30][CH2:29]3)=[O:27])[CH2:23][NH:22][CH2:21]2)[CH2:43][CH:44]([CH3:46])[CH3:45])=[O:18])=[CH:7][N:6]=1)([CH3:3])([CH3:4])[CH3:2] |f:1.2,4.5.6|. Procedure: tert-Butyl (3S,5R)-3-[({2-tert-butyl-4-[(3-methoxypropyl)amino]pyrimidin-5-yl}carbonyl)(2-methylpropyl)amino]-5-[(4-methoxypiperidin-1-yl)carbonyl]piperidine-1-carboxylate (65 mg) was dissolved in ethyl acetate (5 ml), 4 N hydrogen chloride-ethyl acetate solution (7 ml) was added, and the mixture was stirred at room temperature for 1 hr. The solvent was evaporated under reduced pressure, and the residue was dried under reduced pressure to give the object compound (57 mg). Starting materials: ClC1=NC=C(C=C1)Cl (2,5 Dichloropyridine), C1(=CC=CC=C1)S (thiophenol). The product is C1(=CC=CC=C1)SC1=NC=C(C=C1)Cl (5-Chloro-2-pyridinyl phenyl sulfide). Yield: 60.6%. As a reaction SMILES: Cl[C:2]1[CH:7]=[CH:6][C:5]([Cl:8])=[CH:4][N:3]=1.[C:9]1([SH:15])[CH:14]=[CH:13][CH:12]=[CH:11][CH:10]=1>>[C:9]1([S:15][C:2]2[CH:7]=[CH:6][C:5]([Cl:8])=[CH:4][N:3]=2)[CH:14]=[CH:13][CH:12]=[CH:11][CH:10]=1. Procedure: 2,5 Dichloropyridine (8.9 g, 60 mmol) and thiophenol (6.1 mL, 60 mmol) were heated to 150° C. for 41 h. The mixture then was removed from heat and cooled to room temperature. Column chromatography (silica gel, 200 mL) using hexanes as eluent gave 8.06 g of the title compound; IR (liq.) 1564, 1548, 1476, 1440, 1356, 1122, 1092, 1024, 1006, 821, 748, 727, 706, 691, 628 cm−1. 1H NMR (CDCl3) δ 6.8, 7.4, 7.6, 8.38.